From a dataset of the Open Reaction Database (ORD), a public repository of structured organic reaction records. describe an organic reaction: reactants, conditions, products, and yield The reactants are NCC(=O)O (glycine), C(C1=CC=CC=C1)=O (benzaldehyde). The solvent is solution. The product is C1(=CC=CC=C1)C([C@H](N)C(=O)O)O (β-Phenylserine). RXN SMILES: [NH2:1][CH2:2][C:3]([OH:5])=[O:4].[CH:6](=[O:13])[C:7]1[CH:12]=[CH:11][CH:10]=[CH:9][CH:8]=1>>[C:7]1([CH:6]([OH:13])[C@@H:2]([C:3]([OH:5])=[O:4])[NH2:1])[CH:12]=[CH:11][CH:10]=[CH:9][CH:8]=1. Procedure: In 10.0 mL of buffer was dissolved glycine (25.4 mg, 0.338 mmol) and benzaldehyde (35 μL, 0.344 mmol). This solution (100 μL) was added to 100 μL of the SHMT solution (0.1 mg enzyme). Aliquots were taken at incubation times of 1.0, 5.25, and 7.0 hours.